Dataset: the Open Reaction Database (ORD), a public repository of structured organic reaction records. Task: describe an organic reaction: reactants, conditions, products, and yield Starting materials: C(C)(=O)OC1=CC=C(C=C1)CCCCC1=CC=CC=C1 (4-(4-phenylbutyl)phenyl acetate), Cl (HCl), C([O-])([O-])=O.[Na+].[Na+] (sodium carbonate). The solvent is CO (methanol), O (water). Reaction conditions: time 3.5 hour. Yields the product C1(=CC=CC=C1)CCCCC1=CC=C(C=C1)O (4-(4-phenyl butyl)phenol). Yield: 22.5%. RXN SMILES: C([O:4][C:5]1[CH:10]=[CH:9][C:8]([CH2:11][CH2:12][CH2:13][CH2:14][C:15]2[CH:20]=[CH:19][CH:18]=[CH:17][CH:16]=2)=[CH:7][CH:6]=1)(=O)C.C(=O)([O-])[O-].[Na+].[Na+].Cl>CO.O>[C:15]1([CH2:14][CH2:13][CH2:12][CH2:11][C:8]2[CH:7]=[CH:6][C:5]([OH:4])=[CH:10][CH:9]=2)[CH:16]=[CH:17][CH:18]=[CH:19][CH:20]=1 |f:1.2.3|. Procedure: To a mixture of 4-(4-phenylbutyl)phenyl acetate (8.29 g) in methanol (112 ml) and water (97 ml) was added sodium carbonate (13.10 g). The reaction was refluxed. After 3.5 hours, the reaction mixture was allowed to cool to room temperature. After 25 minutes at room temperature, the reaction mixture was treated with 5N HCl (50 ml). It was then concentrated in vacuo to remove the majority of the methanol present. Diethyl ether (250 ml) was added to the residue, then the material was treated with 1N... Starting materials: 4A, NC=1C=C(C=CC1N)C1=CC(=C(N)C=C1)N (3,3′-diaminobenzidine), O.C1(=CC=C(C=C1)S(=O)(=O)O)C (p-toluenesulfonic acid monohydrate). The solvent is CC(=O)C (acetone). Product: C(C)(C)=N.C(C)(C)=N.C(C)(C)=N.C(C)(C)=N.NC=1C=C(C=CC1N)C1=CC(=C(N)C=C1)N (3,3′-diaminobenzidine tetraisopropanimine). Isolated yield 76.0%. Reaction SMILES: [NH2:1][C:2]1[CH:3]=[C:4]([C:9]2[CH:15]=[CH:14][C:12]([NH2:13])=[C:11]([NH2:16])[CH:10]=2)[CH:5]=[CH:6][C:7]=1[NH2:8].O.C1(C)C=CC(S(O)(=O)=O)=CC=1>CC(C)=O>[C:2](=[NH:1])([CH3:3])[CH3:7].[C:2](=[NH:1])([CH3:3])[CH3:7].[C:2](=[NH:1])([CH3:3])[CH3:7].[C:2](=[NH:1])([CH3:3])[CH3:7].[NH2:1][C:2]1[CH:3]=[C:4]([C:9]2[CH:15]=[CH:14][C:12]([NH2:13])=[C:11]([NH2:16])[CH:10]=2)[CH:5]=[CH:6][C:7]=1[NH2:8] |f:1.2,4.5.6.7.8|. Reported procedure: In a 200-ml flask equipped with a Soxhlet extractor including molecular sieves 4A as a dehydrating agent, a stirrer, a condenser and a thermometer were placed 21.4 g (100 mmol) of 3,3′-diaminobenzidine, 100 ml of acetone and 0.95 g (5 mmol) of p-toluenesulfonic acid monohydrate, followed by heating under reflux in a nitrogen atmosphere for 3 hours. After cooling to room temperature, acetone was removed under reduced pressure, and the residue was dissolved in ethyl acetate. The solution was washe... Starting materials: [Na] (sodium), [Na] (sodium), O=C(C)C=C(C)C (mesityl oxide), P(OCC)(OCC)[O-] (diethyl phosphite), O1PCCC1 (oxaphospholane), C(C)(=O)O (acetic acid), P(OCC)(OCC)[O-] (diethyl phosphite), solution, [Na] (sodium). The solvent is C1=CC=CC=C1 (benzene), C1=CC=CC=C1 (benzene). Product: O=P1(OC(CC1(C)C)(P(=O)(OCC)OCC)C)OCC (2-Oxo-2-ethoxy-3,3,5-trimethyl-5-diethylphosphono-1,2-oxaphospholane). As a reaction SMILES: [O:1]=[C:2]([CH:4]=[C:5]([CH3:7])[CH3:6])[CH3:3].[P:8]([O-:15])([O:12][CH2:13][CH3:14])[O:9][CH2:10][CH3:11].[Na].[O:17]1[CH2:21][CH2:20]C[PH:18]1.C(O)(=[O:24])C>C1C=CC=CC=1>[O:24]=[P:18]1([O:17][CH2:21][CH3:20])[C:5]([CH3:7])([CH3:6])[CH2:4][C:2]([CH3:3])([P:8]([O:12][CH2:13][CH3:14])([O:9][CH2:10][CH3:11])=[O:15])[O:1]1 |^1:15|. Procedure details: 98 g of mesityl oxide (1.0 mole) and 415 g of diethyl phosphite (3.0 moles) were dissolved in 300 ml of benzene. 200 ml of this solution was heated to the boiling point. A catalytic amount of sodium was added whereupon a vigorous exothermic reaction commenced, and the mixture boiled by itself after removal of the heating bath. After the sodium dissolved, the reaction came practically to a stop and was initiated again by addition of a further amount of sodium. In this manner sodium was added unti... Starting materials: [BH4-], CCCN, CCO, [Na+], O=Cc1cccc(Oc2ccccc2)c1, O, Cc1ccc(S(=O)(=O)O)cc1. The product is CCCNCc1cccc(Oc2ccccc2)c1. Reaction SMILES: [BH4-:32].[CH2:16]([CH2:17][CH3:18])[NH2:19].[CH3:34][CH2:35][OH:36].[Na+:33].[O:1]([c:2]1[cH:3][cH:4][cH:5][cH:6][cH:7]1)[c:8]1[cH:9][c:10]([CH:11]=[O:12])[cH:13][cH:14][cH:15]1.[OH2:20].[c:21]1([CH3:22])[cH:23][cH:24][c:25]([S:26]([OH:27])(=[O:28])=[O:29])[cH:30][cH:31]1>>[O:1]([c:2]1[cH:3][cH:4][cH:5][cH:6][cH:7]1)[c:8]1[cH:9][c:10]([CH2:11][NH:19][CH2:16][CH2:17][CH3:18])[cH:13][cH:14][cH:15]1. Starting materials: ClCCCl, CCCC(O)C(CC(C)C)C(=O)O, CCOC(C)=O, ClCCl, NOC1CCCCO1. Product: CCCC(O)C(CC(C)C)C(=O)NOC1CCCCO1. Reaction SMILES: [CH2:22]([Cl:23])[CH2:24][Cl:25].[CH3:1][CH:2]([CH2:3][CH:4]([C:5](=[O:6])[OH:7])[CH:8]([CH2:9][CH2:10][CH3:11])[OH:12])[CH3:13].[CH3:29][CH2:30][O:31][C:32]([CH3:33])=[O:34].[Cl:26][CH2:27][Cl:28].[O:14]1[CH:15]([O:20][NH2:21])[CH2:16][CH2:17][CH2:18][CH2:19]1>>[CH3:1][CH:2]([CH2:3][CH:4]([C:5](=[O:7])[NH:21][O:20][CH:15]1[O:14][CH2:19][CH2:18][CH2:17][CH2:16]1)[CH:8]([CH2:9][CH2:10][CH3:11])[OH:12])[CH3:13]. The reactants are ClC(C(Cl)(Cl)Cl)(Cl)Cl (hexachloroethane), Cl (hydrochloric acid), CC1(OC(=CC(O1)=O)C)C (2,2,6-trimethyl-1,3-dioxin-4-one), C(C)(C)[N-]C(C)C.[Li+] (lithium diisopropylamide), enolate. Run in C1CCOC1 (THF), C1CCOC1 (THF). Reaction conditions: temperature -25 celsius. The product is ClCC1=CC(OC(O1)(C)C)=O (6-Chloromethyl-2,2-dimethyl-1,3-dioxin-4-one). Yield: 81.9%. As a reaction SMILES: [CH3:1][C:2]1([CH3:10])[O:7][C:6](=[O:8])[CH:5]=[C:4]([CH3:9])[O:3]1.C([N-]C(C)C)(C)C.[Li+].[Cl:19]C(Cl)(Cl)C(Cl)(Cl)Cl.Cl>C1COCC1>[Cl:19][CH2:9][C:4]1[O:3][C:2]([CH3:10])([CH3:1])[O:7][C:6](=[O:8])[CH:5]=1 |f:1.2|. Procedure: A solution of 2,2,6-trimethyl-1,3-dioxin-4-one (16.0 g, 0.11 mol) in THF (50 ml) was added dropwise over 20 min to a solution of lithium diisopropylamide (75 ml, 2.0 M solution in heptane/THF/ethylbenzene, 0.15 mol) at the temperature of −78° C. During the addition, a fine yellow suspension formed. Subsequently, the enolate solution was stirred at −78° C. for another 1 h and then cannulated to a solution of hexachloroethane (39 g, 0.16 mol) in THF (200 ml) at −50° C. over 30 min. The resulting r...